From a dataset of the Open Reaction Database (ORD), a public repository of structured organic reaction records. describe an organic reaction: reactants, conditions, products, and yield Reactants: OC(COC1=C(C=C(C=C1)NC(=O)C=1NC=C(C1)SCCC1=CC=CC=C1)OC)(C)C (N-(4-(2-hydroxy-2-methylpropoxy)-3-methoxyphenyl)-4-(phenethylthio)-1H-pyrrole-2-carboxamide), BrCCBr (1,2-dibromoethane), [OH-].[Na+] (NaOH). Run in ClC(C)Cl (dichloroethane), CCOC(=O)C (EtOAc). Conditions: temperature 50 celsius, time 4 hour. Yields the product OC(COC1=C(C=C(C=C1)N1C(C=2N(CC1)C=C(C2)SCCC2=CC=CC=C2)=O)OC)(C)C (2-(4-(2-Hydroxy-2-methylpropoxy)-3-methoxyphenyl)-7-(phenethylthio)-3,4-dihydropyrrolo[1,2-a]pyrazin-1(2H)-one). Isolated yield 54.8%. Reaction SMILES: [OH:1][C:2]([CH3:31])([CH3:30])[CH2:3][O:4][C:5]1[CH:10]=[CH:9][C:8]([NH:11][C:12]([C:14]2[NH:15][CH:16]=[C:17]([S:19][CH2:20][CH2:21][C:22]3[CH:27]=[CH:26][CH:25]=[CH:24][CH:23]=3)[CH:18]=2)=[O:13])=[CH:7][C:6]=1[O:28][CH3:29].Br[CH2:33][CH2:34]Br.[OH-].[Na+]>ClC(Cl)C.CCOC(C)=O>[OH:1][C:2]([CH3:31])([CH3:30])[CH2:3][O:4][C:5]1[CH:10]=[CH:9][C:8]([N:11]2[CH2:34][CH2:33][N:15]3[CH:16]=[C:17]([S:19][CH2:20][CH2:21][C:22]4[CH:27]=[CH:26][CH:25]=[CH:24][CH:23]=4)[CH:18]=[C:14]3[C:12]2=[O:13])=[CH:7][C:6]=1[O:28][CH3:29] |f:2.3|. Procedure details: A mixture of N-(4-(2-hydroxy-2-methylpropoxy)-3-methoxyphenyl)-4-(phenethylthio)-1H-pyrrole-2-carboxamide (20.0 mg, 0.0450 mmol), 1,2-dibromoethane (20.0 μL, 0.227 mmol), NBu4Br (43.5 mg, 0.135 mmol) and 1N NaOH (0.227 mL, 0.227 mmol) in dichloroethane (0.227 mL) was allowed to stir at 50° C. for 4 h. The reaction mixture was cooled to rt, diluted with EtOAc (20 mL), washed with water (×2, 15 mL), brine, dried over anhydrous Na2SO4, concentrated and purified by preparative HPLC: Phenomenex Luna ... Reactants: mixture, CC=1N=CN(C1)CCCN1C(C2=CC=CC=C2C1=O)=O (2-(3-(4-methyl-1H-imidazol-1-yl)propyl)isoindoline-1,3-dione), CC1=CN=CN1CCCN1C(C2=CC=CC=C2C1=O)=O (2-(3-(5-methyl-1H-imidazol-1-yl)propyl)isoindoline-1,3-dione). Yields the product CC=1N=CN(C1)CCCN (3-(4-methyl-1H-imidazol-1-yl)propan-1-amine). RXN SMILES: [CH3:1][C:2]1[N:3]=[CH:4][N:5]([CH2:7][CH2:8][CH2:9][N:10]2C(=O)C3C(=CC=CC=3)C2=O)[CH:6]=1.CC1N(CCCN2C(=O)C3C(=CC=CC=3)C2=O)C=NC=1>>[CH3:1][C:2]1[N:3]=[CH:4][N:5]([CH2:7][CH2:8][CH2:9][NH2:10])[CH:6]=1. Reported procedure: Yield: 6.1 g (62.0%) of a mixture of 2-(3-(4-methyl-1H-imidazol-1-yl)propyl)isoindoline-1,3-dione and 2-(3-(5-methyl-1H-imidazol-1-yl)propyl)isoindoline-1,3-dione